This data is from the Open Reaction Database (ORD), a public repository of structured organic reaction records. The task is: describe an organic reaction: reactants, conditions, products, and yield Reactants: O=C1CCCNC2=C1C=CC=C2 (5-oxo-2,3,4,5-tetrahydro-1H-1-benzazepine), C(C(=O)Cl)(=O)Cl (oxalyl chloride), CN(C=O)C (dimethylformamide), COC1=C(C2=CC=C(C=C2)C(=O)O)C=CC=C1 (2'-methoxybiphen-4-ylcarboxylic acid). Run in ClCCl (dichloromethane), C(C)N(CC)CC (triethylamine), ClCCl (dichloromethane), O (water). Conditions: time 1 hour. Yields the product COC1=C(C2=CC=C(C=C2)C(=O)N2CCCC(C3=C2C=CC=C3)=O)C=CC=C1 (1-(2'-methoxybiphen-4-ylcarbonyl)-5-oxo-2,3,4,5-tetrahydro-1H-1-benzazepine). Reaction SMILES: [CH3:1][O:2][C:3]1[CH:17]=[CH:16][CH:15]=[CH:14][C:4]=1[C:5]1[CH:10]=[CH:9][C:8]([C:11]([OH:13])=O)=[CH:7][CH:6]=1.C(Cl)(=O)C(Cl)=O.CN(C)C=O.[O:29]=[C:30]1[C:36]2[CH:37]=[CH:38][CH:39]=[CH:40][C:35]=2[NH:34][CH2:33][CH2:32][CH2:31]1>ClCCl.O.C(N(CC)CC)C>[CH3:1][O:2][C:3]1[CH:17]=[CH:16][CH:15]=[CH:14][C:4]=1[C:5]1[CH:6]=[CH:7][C:8]([C:11]([N:34]2[C:35]3[CH:40]=[CH:39][CH:38]=[CH:37][C:36]=3[C:30](=[O:29])[CH2:31][CH2:32][CH2:33]2)=[O:13])=[CH:9][CH:10]=1. Procedure details: A 1.67 g portion of 2'-methoxybiphen-4-ylcarboxylic acid was dissolved in 17 ml of dichloromethane, 0.95 ml of oxalyl chloride and a catalytically effective amount of dimethylformamide were added to the resulting solution with cooling on an ice bath and then the resulting mixture was warmed up to room temperature. When completion of foaming was confirmed, the reaction solution was concentrated under a reduced pressure and subjected to azeotropic treatment with toluene twice. The thus obtained re... Starting materials: 141.5, Cl.N1=CC=C(C=C1)C(=O)Cl (4-pyridinecarbonyl chloride hydrochloride), FC1=CC=CC=C1 (fluorobenzene), [Cl-].[Al+3].[Cl-].[Cl-] (aluminum chloride), Cl (hydrochloric acid). Reaction conditions: time 6 hour. Yields the product 152, FC1=CC=C(C=C1)C(=O)C1=CC=NC=C1 ((4-fluorophenyl)(4-pyridinyl)methanone). Isolated yield 75.5%. As a reaction SMILES: Cl.[N:2]1[CH:7]=[CH:6][C:5]([C:8](Cl)=[O:9])=[CH:4][CH:3]=1.[F:11][C:12]1[CH:17]=[CH:16][CH:15]=[CH:14][CH:13]=1.[Cl-].[Al+3].[Cl-].[Cl-].Cl>>[F:11][C:12]1[CH:17]=[CH:16][C:15]([C:8]([C:5]2[CH:6]=[CH:7][N:2]=[CH:3][CH:4]=2)=[O:9])=[CH:14][CH:13]=1 |f:0.1,3.4.5.6|. Procedure details: To a stirred and cooled (ice-bath) solution of 141.5 parts of 4-pyridinecarbonyl chloride hydrochloride in 400 parts of fluorobenzene were added portionwise 399 parts of aluminum chloride. Upon completion, the whole was slowly heated to reflux and stirring at reflux was continued for 6 hours. The reaction mixture is cooled, poured onto crushed ice and acidified with 240 parts of a hydrochloric acid solution 10N. The layers were separated. The acid aqueous phase was washed twice with 180 parts of... The product is BrC=1C=CC(=C(C(=O)OCC)C1Cl)OC (Ethyl 5-bromo-6-chloro-2-methoxybenzoate). Reported procedure: A mixture of ethyl 6-chloro-2-methoxybenzoate (1.8 g, 8.4 mmol), bromine (1.41 g, 8.8 mmol) and acetic acid (5 ml) is stirred at room temperature for 24 hours. The reaction mixture is poured into water and extracted with ethyl acetate. The organic phase is separated and concentrated and the residue is purified by column chromatography (petrol ether: ethyl acetate, 95:5 v/v) yielding the pure product as a yellow oil, 1.7 g, (69.%). RXN SMILES: [Cl:1][C:2]1[C:7]([C:8]([O:10][CH2:11][CH3:12])=[O:9])=[C:6]([O:13][CH3:14])[CH:5]=[CH:4][CH:3]=1.[Br:15]Br.C(O)(=O)C>O>[Br:15][C:3]1[CH:4]=[CH:5][C:6]([O:13][CH3:14])=[C:7]([C:2]=1[Cl:1])[C:8]([O:10][CH2:11][CH3:12])=[O:9]. Run at time 24 hour. The solvent is O (water). Reactants: ClC1=CC=CC(=C1C(=O)OCC)OC (ethyl 6-chloro-2-methoxybenzoate), BrBr (bromine), C(C)(=O)O (acetic acid).